From a dataset of the Open Reaction Database (ORD), a public repository of structured organic reaction records. describe an organic reaction: reactants, conditions, products, and yield Reactants: COC(CC=1C=C(C(=CC1)F)C1=C(C=C(C=C1)C(F)(F)F)CNCC(F)(F)F)=O ({6-fluoro-2′-[(2,2,2-trifluoro-ethylamino)-methyl]-4′-trifluoromethyl-biphenyl-3-yl}-acetic acid methyl ester), C(C)(=O)Cl (acetyl chloride). Procedure: Prepared according to the procedure described in Example 1, Step 6, using the following starting materials: {6-fluoro-2′-[(2,2,2-trifluoro-ethylamino)-methyl]-4′-trifluoromethyl-biphenyl-3-yl}-acetic acid methyl ester and acetyl chloride. Product: COC(CC=1C=C(C(=CC1)F)C1=C(C=C(C=C1)C(F)(F)F)CN(CC(F)(F)F)C(C)=O)=O ((2′-{[Acetyl-(2,2,2-trifluoro-ethyl)-amino]-methyl}-6-fluoro-4′-trifluoromethyl-biphenyl-3-yl)-acetic acid methyl ester). RXN SMILES: [CH3:1][O:2][C:3](=[O:29])[CH2:4][C:5]1[CH:6]=[C:7]([C:12]2[CH:17]=[CH:16][C:15]([C:18]([F:21])([F:20])[F:19])=[CH:14][C:13]=2[CH2:22][NH:23][CH2:24][C:25]([F:28])([F:27])[F:26])[C:8]([F:11])=[CH:9][CH:10]=1.[C:30](Cl)(=[O:32])[CH3:31]>>[CH3:1][O:2][C:3](=[O:29])[CH2:4][C:5]1[CH:6]=[C:7]([C:12]2[CH:17]=[CH:16][C:15]([C:18]([F:19])([F:20])[F:21])=[CH:14][C:13]=2[CH2:22][N:23]([C:30](=[O:32])[CH3:31])[CH2:24][C:25]([F:28])([F:26])[F:27])[C:8]([F:11])=[CH:9][CH:10]=1. The reactants are C1=2C3=C(N=CN=C3SC2C=CC=C1)O (8-thia-4,6-diazatricyclo[7.4.0.0[2,7]]trideca-1(9),2,4,6,10,12-hexaen-3-ol), O=P(Cl)(Cl)Cl (POCl3). The solvent is O1CCOCC1 (1,4-dioxane). Reaction conditions: temperature 90 celsius, time 4 hour. Yields the product ClC1=C2C=3C=CC=CC3SC2=NC=N1 (3-chloro-8-thia-4,6-diazatricyclo[7.4.0.0[2,7]]trideca-1(9),2,4,6,10,12-hexaene). The yield is 41.2%. Reaction SMILES: [C:1]12[CH:13]=[CH:12][CH:11]=[CH:10][C:9]=1[S:8][C:7]1[C:2]2=[C:3](O)[N:4]=[CH:5][N:6]=1.O=P(Cl)(Cl)[Cl:17]>O1CCOCC1>[Cl:17][C:3]1[N:4]=[CH:5][N:6]=[C:7]2[C:2]=1[C:1]1[CH:13]=[CH:12][CH:11]=[CH:10][C:9]=1[S:8]2. Procedure: Into a 100-mL round-bottom flask, was placed a solution of 8-thia-4,6-diazatricyclo[7.4.0.0[2,7]]trideca-1(9),2,4,6,10,12-hexaen-3-ol (2.0 g, 9.89 mmol, 1.00 equiv) in 1,4-dioxane (15 mL) and POCl3 (4.5 g, 29.35 mmol, 2.97 equiv) under nitrogen. The resulting solution was stirred for 4 h at 90° C. The excess amount of POCl3 was removed under reduced pressure and the residue was diluted with DCM. The resulting mixture was poured into a cooled saturated aqueous sodium bicarbonate, extracted with D... Starting materials: C=C(C)C(=O)O, N#Cc1c(F)c(F)c(O)c(F)c1F, ClC(Cl)(Cl)Cl, [Cl-]. The product is C=C(C)C(=O)Oc1c(F)c(F)c(C#N)c(F)c1F. Reaction SMILES: [C:15]([C:16](=[CH2:17])[CH3:18])(=[O:19])[OH:20].[C:1](#[N:2])[c:3]1[c:4]([F:13])[c:5]([F:12])[c:6]([OH:11])[c:7]([F:10])[c:8]1[F:9].[C:21]([Cl:22])([Cl:23])([Cl:24])[Cl:25].[Cl-:14]>>[C:1](#[N:2])[c:3]1[c:4]([F:13])[c:5]([F:12])[c:6]([O:11][C:15]([C:16](=[CH2:17])[CH3:18])=[O:19])[c:7]([F:10])[c:8]1[F:9].